This data is from the Open Reaction Database (ORD), a public repository of structured organic reaction records. The task is: describe an organic reaction: reactants, conditions, products, and yield Starting materials: CC1=C(NC(N1C1=CC(=CC=C1)C(F)(F)F)=O)C1=CC=NN1C1=CC=C(C#N)C=C1 (4-(5-{5-Methyl-2-oxo-1-[3-(trifluoromethyl)phenyl]-2,3-dihydro-1H-imidazol-4-yl}-1H-pyrazol-1-yl)benzonitrile), CC(C)([O-])C.[K+] (potassium tert-butoxide), C1CCOC1 (THF), ICCCC (1-Iodo-butane). Run in O (Water). Reaction conditions: time 7 hour. The product is C(CCC)N1C(N(C(=C1C1=CC=NN1C1=CC=C(C#N)C=C1)C)C1=CC(=CC=C1)C(F)(F)F)=O (4-(5-{3-Butyl-5-methyl-2-oxo-1-[3-(trifluoromethyl)phenyl]-2,3-dihydro-1H-imidazol-4-yl}-1H-pyrazol-1-yl)benzonitrile). As a reaction SMILES: [CH3:1][C:2]1[N:6]([C:7]2[CH:12]=[CH:11][CH:10]=[C:9]([C:13]([F:16])([F:15])[F:14])[CH:8]=2)[C:5](=[O:17])[NH:4][C:3]=1[C:18]1[N:22]([C:23]2[CH:30]=[CH:29][C:26]([C:27]#[N:28])=[CH:25][CH:24]=2)[N:21]=[CH:20][CH:19]=1.CC(C)([O-])C.[K+].[CH2:37]1[CH2:41]O[CH2:39][CH2:38]1.ICCCC>O>[CH2:41]([N:4]1[C:3]([C:18]2[N:22]([C:23]3[CH:24]=[CH:25][C:26]([C:27]#[N:28])=[CH:29][CH:30]=3)[N:21]=[CH:20][CH:19]=2)=[C:2]([CH3:1])[N:6]([C:7]2[CH:12]=[CH:11][CH:10]=[C:9]([C:13]([F:16])([F:15])[F:14])[CH:8]=2)[C:5]1=[O:17])[CH2:37][CH2:38][CH3:39] |f:1.2|. Reported procedure: 4-(5-{5-Methyl-2-oxo-1-[3-(trifluoromethyl)phenyl]-2,3-dihydro-1H-imidazol-4-yl}-1H-pyrazol-1-yl)benzonitrile (Example 1) (102 mg, 0.25 mmol) was added to a stirred mixture of potassium tert-butoxide (42 mg, 0.375 mmol) and THF (2.0 mL) under a nitrogen atmosphere. This resulted in the formation of a yellow solution. 1-Iodo-butane (0.057 mL, 0.5 mmol) was added and the mixture was stirred for 7 h then left to stand for 16 h. Water (10 mL) was added and the mixture was extracted with DCM (3×10 mL... Starting materials: resultant mixture, O (water), FC1=C(C(=C(C(=C1C#N)F)C#N)F)F (tetrafluoroisophthalonitrile), [F-].[K+] (potassium fluoride), C(CCC)S (n-butylmercaptan). Solvent: C(C)#N (acetonitrile). Product: FC1=C(C#N)C(=C(C(=C1C#N)F)F)SCCCC (2,4,5-Trifluoro-6-n-butylthioisophthalonitrile). The yield is 77.0%. RXN SMILES: F[C:2]1[C:7]([C:8]#[N:9])=[C:6]([F:10])[C:5]([C:11]#[N:12])=[C:4]([F:13])[C:3]=1[F:14].[F-].[K+].[CH2:17]([SH:21])[CH2:18][CH2:19][CH3:20].O>C(#N)C>[F:10][C:6]1[C:5]([C:11]#[N:12])=[C:4]([F:13])[C:3]([F:14])=[C:2]([S:21][CH2:17][CH2:18][CH2:19][CH3:20])[C:7]=1[C:8]#[N:9] |f:1.2|. Procedure: A 2.0 g amount of tetrafluoroisophthalonitrile and 0.87 g of potassium fluoride were dissolved in 10 ml of acetonitrile. After cooling to a temperature of 0° C., 0.90 g (1.04 ml) of n-butylmercaptan was gradually dropwise added to the mixture and the resultant mixture was stirred at a temperature of 0° C. or less for 12 hours. After 50 ml of water was added to the reaction mixture, the reaction mixture was extracted with chloroform and the extract was then washed with a saturated aqueous sodium ... The reactants are ClCC(=O)Cl (chloroacetyl chloride), [OH-].[K+] (Potassium hydroxide), Cl.Cl.NC1CN2CCC1CC2 (3-aminoquinuclidine dihydrochloride), [Cl-].[Na+] (sodium chloride). The solvent is C(Cl)Cl (methylene chloride), C(Cl)Cl (methylene chloride), O (water). Reaction conditions: time 30 minute. Product: Cl.N12CC(C(CC1)CC2)NC(CCl)=O (N-1-Azabicyclo[2.2.2]oct-3-yl-2-chloroacetamide, monohydrochloride). Yield: 144.0%. As a reaction SMILES: [OH-].[K+].Cl.Cl.[NH2:5][CH:6]1[CH:11]2[CH2:12][CH2:13][N:8]([CH2:9][CH2:10]2)[CH2:7]1.[Cl-].[Na+].[Cl:16][CH2:17][C:18](Cl)=[O:19]>O.C(Cl)Cl>[ClH:16].[N:8]12[CH2:13][CH2:12][CH:11]([CH2:10][CH2:9]1)[CH:6]([NH:5][C:18](=[O:19])[CH2:17][Cl:16])[CH2:7]2 |f:0.1,2.3.4,5.6,10.11|. Procedure: Potassium hydroxide (10 g) was added to a solution of 3-aminoquinuclidine dihydrochloride (10.45 g, 0.052 mole) in water (80 ml) saturated with sodium chloride. After stirring for 30 minutes, methylene chloride (75 ml) was added and the layers separated. The aqueous layer was washed with methylene chloride (2×75 ml), and the extracts combined with the methylene chloride layer above; dried over sodium sulfate, filtered, and the volume reduced to 100 ml. A solution of chloroacetyl chloride (3.11 g... Starting materials: OCc1ccc(Cc2ccccc2OCc2ccccc2)cc1, ClCCl. Yields the product O=Cc1ccc(Cc2ccccc2OCc2ccccc2)cc1. RXN SMILES: [CH2:1]([c:2]1[cH:3][cH:4][cH:5][cH:6][cH:7]1)[O:8][c:9]1[c:10]([CH2:11][c:12]2[cH:13][cH:14][c:15]([CH2:16][OH:17])[cH:18][cH:19]2)[cH:20][cH:21][cH:22][cH:23]1.[Cl:24][CH2:25][Cl:26]>>[CH2:1]([c:2]1[cH:3][cH:4][cH:5][cH:6][cH:7]1)[O:8][c:9]1[c:10]([CH2:11][c:12]2[cH:13][cH:14][c:15]([CH:16]=[O:17])[cH:18][cH:19]2)[cH:20][cH:21][cH:22][cH:23]1. Starting materials: C(C1=CC=CC=C1)Br (benzylbromide), CC1(C(NC(N1)=S)=S)C (5,5-dimethyl-2,4-dithiohydantoin). Run in C(C)O (ethanol). Conditions: time 1 hour. RXN SMILES: [CH2:1](Br)[C:2]1[CH:7]=[CH:6][CH:5]=[CH:4][CH:3]=1.[CH3:9][C:10]1([CH3:17])[NH:14][C:13](=[S:15])[NH:12][C:11]1=[S:16]>C(O)C>[CH2:1]([S:15][C:13]1[NH:14][C:10]([CH3:17])([CH3:9])[C:11](=[S:16])[N:12]=1)[C:2]1[CH:7]=[CH:6][CH:5]=[CH:4][CH:3]=1. Product: C(C1=CC=CC=C1)SC=1NC(C(N1)=S)(C)C (2-benzylthio-5,5-dimethylimidazolin-4-thione). Reported procedure: Initially, 1.91 mL of benzylbromide was added to a solution of 1.6 g of 5,5-dimethyl-2,4-dithiohydantoin in 50 mL of ethanol (EtOH). The reaction mixture was stirred at the room temperature for one hour, and concentrated in vacuo. The residue was treated following the procedure used in Example 62, and purified by column chromatography (CHCl3). Recrystallization from diethyl ether-n-hexane gave 2-benzylthio-5,5-dimethylimidazolin-4-thione in the form of a needle-like crystal. The yield of this co... The reactants are OC1[C@H](O)[C@@H](O)[C@H](O[C@H]2[C@H](O)[C@@H](O)[C@@H](O)[C@H](O2)CO)[C@H](O1)CO (lactose), C(CCCCCCCCC)N (decylamine). The product is CCCCCCCCCCNC1[C@@H]([C@H]([C@@H]([C@H](O1)CO)O[C@H]2[C@@H]([C@H]([C@H]([C@H](O2)CO)O)O)O)O)O (N-decyllactosylamine). Procedure: The process was carried out in essentially the same manner as in Step (a) of Example 5, using 21 g of lactose and 15.2 g of decylamine. RXN SMILES: O[CH:2]1[O:21][C@H:20]([CH2:22][OH:23])[C@@H:7]([O:8][C@@H:9]2[O:17][C@H:16]([CH2:18][OH:19])[C@H:14]([OH:15])[C@H:12]([OH:13])[C@H:10]2[OH:11])[C@H:5]([OH:6])[C@H:3]1[OH:4].[CH2:24]([NH2:34])[CH2:25][CH2:26][CH2:27][CH2:28][CH2:29][CH2:30][CH2:31][CH2:32][CH3:33]>>[CH3:33][CH2:32][CH2:31][CH2:30][CH2:29][CH2:28][CH2:27][CH2:26][CH2:25][CH2:24][NH:34][CH:2]1[O:21][C@H:20]([CH2:22][OH:23])[C@@H:7]([O:8][C@@H:9]2[O:17][C@H:16]([CH2:18][OH:19])[C@H:14]([OH:15])[C@H:12]([OH:13])[C@H:10]2[OH:11])[C@H:5]([OH:6])[C@H:3]1[OH:4]. Starting materials: NC(CO)c1ccccc1, O=C(O)C1SCCN1S(=O)(=O)c1ccc(-c2ccccc2)cc1. Yields the product O=C(NC(CO)c1ccccc1)C1SCCN1S(=O)(=O)c1ccc(-c2ccccc2)cc1. RXN SMILES: [NH2:24][CH:25]([CH2:26][OH:27])[c:28]1[cH:29][cH:30][cH:31][cH:32][cH:33]1.[c:1]1(-[c:18]2[cH:19][cH:20][cH:21][cH:22][cH:23]2)[cH:2][cH:3][c:4]([S:7](=[O:8])(=[O:9])[N:10]2[CH:11]([C:15](=[O:16])[OH:17])[S:12][CH2:13][CH2:14]2)[cH:5][cH:6]1>>[c:1]1(-[c:18]2[cH:19][cH:20][cH:21][cH:22][cH:23]2)[cH:2][cH:3][c:4]([S:7](=[O:8])(=[O:9])[N:10]2[CH:11]([C:15](=[O:16])[NH:24][CH:25]([CH2:26][OH:27])[c:28]3[cH:29][cH:30][cH:31][cH:32][cH:33]3)[S:12][CH2:13][CH2:14]2)[cH:5][cH:6]1.